From a dataset of the Open Reaction Database (ORD), a public repository of structured organic reaction records. describe an organic reaction: reactants, conditions, products, and yield Starting materials: OC1=C(C#N)C=CC(=C1OC)OC (2-Hydroxy-3,4-dimethoxybenzonitrile), C1(CCC1)Br (cyclobutyl bromide), C([O-])([O-])=O.[K+].[K+] (potassium carbonate). Run in CN(C=O)C (dimethylformamide). Run at temperature 80 celsius, time 4 hour. Product: C1(CCC1)OC1=C(C#N)C=CC(=C1OC)OC (2-Cyclobutyloxy-3,4-dimethoxybenzonitrile). The yield is 75.3%. RXN SMILES: [OH:1][C:2]1[C:9]([O:10][CH3:11])=[C:8]([O:12][CH3:13])[CH:7]=[CH:6][C:3]=1[C:4]#[N:5].[CH:14]1(Br)[CH2:17][CH2:16][CH2:15]1.C(=O)([O-])[O-].[K+].[K+]>CN(C)C=O>[CH:14]1([O:1][C:2]2[C:9]([O:10][CH3:11])=[C:8]([O:12][CH3:13])[CH:7]=[CH:6][C:3]=2[C:4]#[N:5])[CH2:17][CH2:16][CH2:15]1 |f:2.3.4|. Procedure details: 2-Hydroxy-3,4-dimethoxybenzonitrile (6.65 g, 0.037 mol) was added to a suspension of cyclobutyl bromide (5.01 g, 0.037 mol) and potassium carbonate (5.11 g, 0.037 mol) in dimethylformamide (65 ml) and the reaction stirred at 80° C. for 4 hours. On cooling, the mixture was concentrated under reduced pressure and the residue partitioned between water (50 ml) and ethyl acetate (50 ml). The aqueous layer was extracted with further ethyl acetate (100 ml) and the combined organic extracts dried (MgSO4... Procedure: Prepared by the method described for Example 1 from 3-methoxyphenol (16 g, 0.126 moles) and methyl 4-oxo-3-piperidinecarboxylate hydrochloride (25 g, 0.129 moles). Recrystallization from ethanol gave the product (10.43 g), mp 179°-183° C. The yield is 35.8%. The reactants are COC=1C=C(C=CC1)O (3-methoxyphenol), Cl.O=C1C(CNCC1)C(=O)OC (methyl 4-oxo-3-piperidinecarboxylate hydrochloride). Product: COC1=CC2=C(C=C1)C1=C(CNCC1)C(O2)=O (1,2,3,4-Tetrahydro-8-methoxy-5H-[1]benzopyrano[3,4-c]pyridin-5-one). RXN SMILES: [CH3:1][O:2][C:3]1[CH:4]=[C:5]([OH:9])[CH:6]=[CH:7][CH:8]=1.Cl.O=[C:12]1[CH2:17][CH2:16][NH:15][CH2:14][CH:13]1[C:18](OC)=[O:19]>>[CH3:1][O:2][C:3]1[CH:8]=[CH:7][C:6]2[C:12]3[CH2:17][CH2:16][NH:15][CH2:14][C:13]=3[C:18](=[O:19])[O:9][C:5]=2[CH:4]=1 |f:1.2|. Reported procedure: By the reaction of ethyl 6-[4-(2-aminoethyl)-phenyl]-hexane-carboxylate hydrochloride with 4-chlorobenzoyl chloride, there is obtained 6-{4-[2-(4-chlorobenzamido)-ethyl]-phenyl}-hexane-carboxylic acid; m.p. 140°-143° C., after recrystallization from ethanol/diethyl ether. RXN SMILES: Cl.[NH2:2][CH2:3][CH2:4][C:5]1[CH:10]=[CH:9][C:8]([CH2:11][CH2:12][CH2:13][CH2:14][CH2:15][CH2:16][C:17]([O:19]CC)=[O:18])=[CH:7][CH:6]=1.[Cl:22][C:23]1[CH:31]=[CH:30][C:26]([C:27](Cl)=[O:28])=[CH:25][CH:24]=1>>[Cl:22][C:23]1[CH:31]=[CH:30][C:26]([C:27]([NH:2][CH2:3][CH2:4][C:5]2[CH:6]=[CH:7][C:8]([CH2:11][CH2:12][CH2:13][CH2:14][CH2:15][CH2:16][C:17]([OH:19])=[O:18])=[CH:9][CH:10]=2)=[O:28])=[CH:25][CH:24]=1 |f:0.1|. Reactants: Cl.NCCC1=CC=C(C=C1)CCCCCCC(=O)OCC (ethyl 6-[4-(2-aminoethyl)-phenyl]-hexane-carboxylate hydrochloride), ClC1=CC=C(C(=O)Cl)C=C1 (4-chlorobenzoyl chloride). Yields the product ClC1=CC=C(C(=O)NCCC2=CC=C(C=C2)CCCCCCC(=O)O)C=C1 (6-{4-[2-(4-chlorobenzamido)-ethyl]-phenyl}-hexane-carboxylic acid). Starting materials: C(O)([O-])=O.[Na+] (sodium hydrogen carbonate), C(=S)N (thioformamide), ClC1CN(CCC1=O)C(=O)OCC (3-chloro-1-ethoxycarbonylpiperidin-4-one), C(C)O (ethanol), 4A. Product: C(C)OC(=O)C1CC2=C(CN1)SC=N2 (6-ethoxycarbonyl-4,5,6,7-tetrahydrothiazolo[5,4-c]pyridine). Reaction SMILES: [CH:1]([NH2:3])=[S:2].Cl[CH:5]1[C:10](=O)[CH2:9][CH2:8][N:7](C(OCC)=O)[CH2:6]1.[C:17](=[O:20])([O-])[OH:18].[Na+].[CH2:22](O)[CH3:23]>>[CH2:22]([O:18][C:17]([CH:8]1[NH:7][CH2:6][C:5]2[S:2][CH:1]=[N:3][C:10]=2[CH2:9]1)=[O:20])[CH3:23] |f:2.3|. Reported procedure: To the thioformamide this obtained was added 3-chloro-1-ethoxycarbonylpiperidin-4-one (5.141 g, 25 mmole) in ethanol (100 ml) prepared according to the method described in Tetrahedron, 39, 3767 (1983) and heated at reflux in the presence of Molecular Sieves 4A for 15 hours. The reaction mixture was cooled to room temperature. After a saturated aqueous sodium hydrogen carbonate solution was added to the mixture under ice-cooling, ethanol was evaporated under reduced pressure. The reaction mixture... Starting materials: C(C1=CC=CC=C1)OC(=O)N1CCC(CC1)=O (1-benzyloxycarbonyl-4-piperidone), BrC1=CC=C(C=C1)C(F)(F)F (4-Bromobenzotrifluoride), Grignard reagent, [Mg] (magnesium). Solvent: CCOCC (ether). The product is C(C1=CC=CC=C1)OC(=O)N1CCC(CC1)(C1=CC=C(C=C1)C(F)(F)F)O (1-benzyloxycarbonyl4-hydroxy-4-(4-trifluoromethylphenyl)piperidine). Reaction SMILES: Br[C:2]1[CH:7]=[CH:6][C:5]([C:8]([F:11])([F:10])[F:9])=[CH:4][CH:3]=1.[Mg].[CH2:13]([O:20][C:21]([N:23]1[CH2:28][CH2:27][C:26](=[O:29])[CH2:25][CH2:24]1)=[O:22])[C:14]1[CH:19]=[CH:18][CH:17]=[CH:16][CH:15]=1>CCOCC>[CH2:13]([O:20][C:21]([N:23]1[CH2:28][CH2:27][C:26]([OH:29])([C:2]2[CH:7]=[CH:6][C:5]([C:8]([F:11])([F:10])[F:9])=[CH:4][CH:3]=2)[CH2:25][CH2:24]1)=[O:22])[C:14]1[CH:19]=[CH:18][CH:17]=[CH:16][CH:15]=1. Procedure details: 4-Bromobenzotrifluoride (6.05 mL, 43.21 mmol) dissolved in ether (5 mL) was added dropwise over 10 minutes to magnesium turnings (1.25 g, 51.42 mmol). The mixture became mildly exothermic and turned red-brown while the Grignard reagent formed during 1.5 hours of stirring. The mixture was chilled with ice and 1-benzyloxycarbonyl-4-piperidone (10.0 g, 42.87 mmol dissolved in 50 mL of ether) was added dropwise over 10 minutes to the reaction. The reaction was allowed to warm to room temperature and... Reactants: CN1CCNCC1, CN(C)C=O, [I-], [Na+], COc1cc(NC(=O)c2ccccc2C)ccc1C(=O)N1CCCC(OCCOS(=O)(=O)c2ccc(C)cc2)c2cc(F)ccc21. Product: COc1cc(NC(=O)c2ccccc2C)ccc1C(=O)N1CCCC(OCCN2CCN(C)CC2)c2cc(F)ccc21. RXN SMILES: [CH3:47][N:48]1[CH2:49][CH2:50][NH:51][CH2:52][CH2:53]1.[CH3:56][N:57]([CH3:58])[CH:59]=[O:60].[I-:55].[Na+:54].[c:1]1([CH3:2])[cH:3][cH:4][c:5]([S:6]([O:7][CH2:11][CH2:12][O:13][CH:14]2[CH2:15][CH2:16][CH2:17][N:18]([C:26]([c:27]3[c:28]([O:43][CH3:44])[cH:29][c:30]([NH:33][C:34]([c:35]4[c:36]([CH3:41])[cH:37][cH:38][cH:39][cH:40]4)=[O:42])[cH:31][cH:32]3)=[O:45])[c:19]3[c:20]2[cH:21][c:22]([F:25])[cH:23][cH:24]3)(=[O:8])=[O:9])[cH:10][cH:46]1>>[CH2:11]([CH2:12][O:13][CH:14]1[CH2:15][CH2:16][CH2:17][N:18]([C:26]([c:27]2[c:28]([O:43][CH3:44])[cH:29][c:30]([NH:33][C:34]([c:35]3[c:36]([CH3:41])[cH:37][cH:38][cH:39][cH:40]3)=[O:42])[cH:31][cH:32]2)=[O:45])[c:19]2[c:20]1[cH:21][c:22]([F:25])[cH:23][cH:24]2)[N:51]1[CH2:50][CH2:49][N:48]([CH3:47])[CH2:53][CH2:52]1. Reactants: CCCC(O)c1ccc(C(=O)OC)c(O)c1, ClCCl, O=[Cr](=O)([O-])O[Cr](=O)(=O)[O-], c1cc[nH+]cc1, c1cc[nH+]cc1. Yields the product CCCC(=O)c1ccc(C(=O)OC)c(O)c1. As a reaction SMILES: [CH3:1][O:2][C:3]([c:4]1[c:5]([OH:15])[cH:6][c:7]([CH:10]([CH2:11][CH2:12][CH3:13])[OH:14])[cH:8][cH:9]1)=[O:16].[Cl:38][CH2:39][Cl:40].[Cr:17]([O:18][Cr:19]([O-:20])(=[O:21])=[O:22])([O-:23])(=[O:24])=[O:25].[nH+:26]1[cH:27][cH:28][cH:29][cH:30][cH:31]1.[nH+:32]1[cH:33][cH:34][cH:35][cH:36][cH:37]1>>[CH3:1][O:2][C:3]([c:4]1[c:5]([OH:15])[cH:6][c:7]([C:10]([CH2:11][CH2:12][CH3:13])=[O:14])[cH:8][cH:9]1)=[O:16]. The reactants are Cl.CC=1N=C2N(C(C1CC)=O)C(=CC=C2)C (2,6-dimethyl-3-ethyl-4-oxo-4H-pyrido[1,2-a]pyrimidine hydrochloride), four, O (water), C([O-])([O-])=O.[Na+].[Na+] (sodium carbonate). Run in C(Cl)(Cl)Cl (chloroform), C(Cl)(Cl)Cl (chloroform). Yields the product CC=1N=C2N(C(C1CC)=O)C(=CC=C2)C (2,6-dimethyl-3-ethyl-4-oxo-4H-pyrido[1,2-a]pyrimidine). Isolated yield 99.0%. RXN SMILES: Cl.[CH3:2][C:3]1[N:4]=[C:5]2[CH:15]=[CH:14][CH:13]=[C:12]([CH3:16])[N:6]2[C:7](=[O:11])[C:8]=1[CH2:9][CH3:10].O.C(=O)([O-])[O-].[Na+].[Na+]>C(Cl)(Cl)Cl>[CH3:2][C:3]1[N:4]=[C:5]2[CH:15]=[CH:14][CH:13]=[C:12]([CH3:16])[N:6]2[C:7](=[O:11])[C:8]=1[CH2:9][CH3:10] |f:0.1,3.4.5|. Reported procedure: 4.77 g. of 2,6-dimethyl-3-ethyl-4-oxo-4H-pyrido[1,2-a]pyrimidine hydrochloride are dissolved in 50 ml. of water and the pH-value of the mixture is adjusted to 7 with a 10% aqueous sodium carbonate solution. The reaction mixture is shaken with four 25-ml. portions of chloroform, the chloroform extracts are combined, dried over medium sulphate and evaporated. Ethyl acetate is distilled through the residue. 4.0 g. (99%) of 2,6-dimethyl-3-ethyl-4-oxo-4H-pyrido[1,2-a]pyrimidine are obtained, melting ... The reactants are NC=1C(=NC=CC1)NC1=C(C=CC=C1)C(=O)C1=CSC=C1 ([2-[(3-amino-2-pyridinyl)amino]phenyl](3-thienyl)methanone). Reagents/catalysts: C1(=CC=C(C=C1)S(=O)(=O)O)C (para toluene sulfonic acid). The product is S1C=C(C=C1)C1=NC2=C(NC3=C1C=CC=C3)N=CC=C2 (6-(3-Thienyl)-11H-pyrido[2,3-b][1,4]benzodiazepine). RXN SMILES: [NH2:1][C:2]1[C:3]([NH:8][C:9]2[CH:14]=[CH:13][CH:12]=[CH:11][C:10]=2[C:15]([C:17]2[CH:21]=[CH:20][S:19][CH:18]=2)=O)=[N:4][CH:5]=[CH:6][CH:7]=1>C1(C)C=CC(S(O)(=O)=O)=CC=1>[S:19]1[CH:20]=[CH:21][C:17]([C:15]2[C:10]3[CH:11]=[CH:12][CH:13]=[CH:14][C:9]=3[NH:8][C:3]3[N:4]=[CH:5][CH:6]=[CH:7][C:2]=3[N:1]=2)=[CH:18]1. Procedure: Following the procedure of Example 20, [2-[(3-amino-2-pyridinyl)amino]phenyl](3-thienyl)methanone is heated with para toluene sulfonic acid catalyst in organic solvent while removing water in a Dean-Stark trap to give the title compound.